From a dataset of the Open Reaction Database (ORD), a public repository of structured organic reaction records. describe an organic reaction: reactants, conditions, products, and yield RXN SMILES: [CH2:1]([CH:2]=[CH2:3])[O:4][c:5]1[cH:6][cH:7][c:8]([CH2:11][N:12]2[CH2:13][CH2:14][CH:15]([C:18]([OH:19])([c:20]3[cH:21][cH:22][c:23]([O:26][C:27]([F:28])([F:29])[F:30])[cH:24][cH:25]3)[c:31]3[cH:32][cH:33][c:34]([O:37][C:38]([F:39])([F:40])[F:41])[cH:35][cH:36]3)[CH2:16][CH2:17]2)[cH:9][cH:10]1.[CH:53]([Cl:54])([Cl:55])[Cl:56].[OH:42][O:43][C:44]([c:45]1[cH:46][c:47]([Cl:48])[cH:49][cH:50][cH:51]1)=[O:52]>>[CH2:1]([CH:2]=[CH2:3])[O:4][c:5]1[cH:6][cH:7][c:8]([CH2:11][N+:12]2([O-:42])[CH2:13][CH2:14][CH:15]([C:18]([OH:19])([c:20]3[cH:21][cH:22][c:23]([O:26][C:27]([F:28])([F:29])[F:30])[cH:24][cH:25]3)[c:31]3[cH:32][cH:33][c:34]([O:37][C:38]([F:39])([F:40])[F:41])[cH:35][cH:36]3)[CH2:16][CH2:17]2)[cH:9][cH:10]1. Yields the product C=CCOc1ccc(C[N+]2([O-])CCC(C(O)(c3ccc(OC(F)(F)F)cc3)c3ccc(OC(F)(F)F)cc3)CC2)cc1. The reactants are C=CCOc1ccc(CN2CCC(C(O)(c3ccc(OC(F)(F)F)cc3)c3ccc(OC(F)(F)F)cc3)CC2)cc1, ClC(Cl)Cl, O=C(OO)c1cccc(Cl)c1. Starting materials: FC=1C=C(C=NC1)[C@@H]1N(CCC1)C1=NC=2N(C=C1)N=CC2C(=O)O ((R)-5-(2-(5-fluoropyridin-3-yl)pyrrolidin-1-yl)pyrazolo[1,5-a]pyrimidine-3-carboxylic acid), CC(C)(C)N (2-methylpropan-2-amine). The product is C(C)(C)(C)NC(=O)C=1C=NN2C1N=C(C=C2)N2[C@H](CCC2)C=2C=NC=C(C2)F ((R)—N-tert-butyl-5-(2-(5-fluoropyridin-3-yl)pyrrolidin-1-yl)pyrazolo[1,5-a]pyrimidine-3-carboxamide). Yield: 67.0%. Reaction SMILES: [F:1][C:2]1[CH:3]=[C:4]([C@H:8]2[CH2:12][CH2:11][CH2:10][N:9]2[C:13]2[CH:18]=[CH:17][N:16]3[N:19]=[CH:20][C:21]([C:22]([OH:24])=O)=[C:15]3[N:14]=2)[CH:5]=[N:6][CH:7]=1.[CH3:25][C:26]([NH2:29])([CH3:28])[CH3:27]>>[C:26]([NH:29][C:22]([C:21]1[CH:20]=[N:19][N:16]2[CH:17]=[CH:18][C:13]([N:9]3[CH2:10][CH2:11][CH2:12][C@@H:8]3[C:4]3[CH:5]=[N:6][CH:7]=[C:2]([F:1])[CH:3]=3)=[N:14][C:15]=12)=[O:24])([CH3:28])([CH3:27])[CH3:25]. Reported procedure: Prepared by the method as described in Example 1 using (R)-5-(2-(5-fluoropyridin-3-yl)pyrrolidin-1-yl)pyrazolo[1,5-a]pyrimidine-3-carboxylic acid (Preparation I) and 2-methylpropan-2-amine to yield the title compound as a white solid (23 mg, 67% yield). MS (apci) m/z=383.1 (M+H). Reactants: BrN1C(CCC1=O)=O (N-Bromosuccinimide), ClC1=C(C(=CC=C1N(C)C(CN1C(C=2C(C1=O)=CC=CC2)=O)=O)Cl)C (2,6-dichloro-3-[N-(phthalimidoacetyl)-N-methylamino]toluene), BrN1C(CCC1=O)=O (N-bromosuccinimide), N(=NC(C#N)(CC(C)(C)OC)C)C(C#N)(CC(C)(OC)C)C (2,2′-azobis(2,4-dimethyl-4-methoxyvaleronitrile)). Solvent: ClCCl (dichloromethane). Product: BrCC=1C(=C(N(C(CN2C(C=3C(C2=O)=CC=CC3)=O)=O)C)C=CC1Cl)Cl (3-bromomethyl-2,4-dichloro-N-methyl-N-(phthalimido-acetyl)aniline). Isolated yield 27.8%. As a reaction SMILES: [Cl:1][C:2]1[C:7]([N:8]([C:10](=[O:23])[CH2:11][N:12]2[C:16](=[O:17])[C:15]3=[CH:18][CH:19]=[CH:20][CH:21]=[C:14]3[C:13]2=[O:22])[CH3:9])=[CH:6][CH:5]=[C:4]([Cl:24])[C:3]=1[CH3:25].[Br:26]N1C(=O)CCC1=O.N(C(C)(CC(C)(OC)C)C#N)=NC(C)(CC(OC)(C)C)C#N>ClCCl>[Br:26][CH2:25][C:3]1[C:2]([Cl:1])=[C:7]([CH:6]=[CH:5][C:4]=1[Cl:24])[N:8]([CH3:9])[C:10](=[O:23])[CH2:11][N:12]1[C:13](=[O:22])[C:14]2=[CH:21][CH:20]=[CH:19][CH:18]=[C:15]2[C:16]1=[O:17]. Procedure details: A mixture of 2,6-dichloro-3-[N-(phthalimidoacetyl)-N-methylamino]toluene (303 mg), N-bromosuccinimide (150 mg), 2,2′-azobis(2,4-dimethyl-4-methoxyvaleronitrile) (30 mg) and dichloromethane (6 ml) was heated under reflux for 5 hours. N-Bromosuccinimide (75 mg) was added therein and the mixture was heated under reflux for additional 3 hours. The reaction mixture was washed with saturated sodium bicarbonate solution twice and brine, dried over magnesium sulfate and evaporated in vacuo. The residue ... The reactants are solution, [Li]CCCC (n-BuLi), C1(=CC=CC=C1)C (toluene), C12(CC3CC(CC(C1)C3)C2)PC23CC1CC(CC(C2)C1)C3 (di(1-adamantyl)phosphine), C(CCC)Br (1-butyl bromide). The solvent is C(CCC)OCCCC (di-n-butyl ether). Product: C12(CC3CC(CC(C1)C3)C2)P(CCCC)C23CC1CC(CC(C2)C1)C3 (Di(1-adamantyl)-n-butylphosphine). As a reaction SMILES: [C:1]12([PH:11][C:12]34[CH2:21][CH:16]5[CH2:17][CH:18]([CH2:20][CH:14]([CH2:15]5)[CH2:13]3)[CH2:19]4)[CH2:10][CH:5]3[CH2:6][CH:7]([CH2:9][CH:3]([CH2:4]3)[CH2:2]1)[CH2:8]2.[Li][CH2:23][CH2:24][CH2:25][CH3:26].C1(C)C=CC=CC=1.C(Br)CCC>C(OCCCC)CCC>[C:1]12([P:11]([C:12]34[CH2:19][CH:18]5[CH2:20][CH:14]([CH2:15][CH:16]([CH2:17]5)[CH2:21]3)[CH2:13]4)[CH2:23][CH2:24][CH2:25][CH3:26])[CH2:2][CH:3]3[CH2:9][CH:7]([CH2:6][CH:5]([CH2:4]3)[CH2:10]1)[CH2:8]2. Procedure: 4.6 g (15 mmol) of di(1-adamantyl)phosphine were placed in 50 ml of di-n-butyl ether, and 20 ml of a 2.5 M solution of n-BuLi in toluene (50 mmol) were added. The mixture was refluxed for 1 h and cooled and 4.1 g (30 mmol) of 1-butyl bromide were added dropwise. The mixture was refluxed for 30 min, cooled and washed with saturated ammonium chloride solution (3×), the organic phase was separated off and dried over sodium sulfate and the solvent was distilled off under reduced pressure. Starting materials: COC(=O)C1=CC2=C(S1)SC(=C2)C(=O)C=2C=C(C=CC2)C(C(=O)OC)CC (Methyl 2-{3-(5-methoxycarbonyl-thieno[2,3-b]thien-2-yl)carbonyl-phenyl}butyrate). Run in [OH-].[K+] (potassium hydroxide). Run at temperature 20 celsius, time 48 hour. Yields the product C(=O)(O)C1=CC2=C(S1)SC(=C2)C(=O)C=2C=C(C=CC2)C(C(=O)O)CC (2-{3-(5-Carboxy-thieno[2,3-b]thien-2-yl)carbonyl-phenyl}butyric acid). The yield is 88.9%. As a reaction SMILES: C[O:2][C:3]([C:5]1[S:9][C:8]2[S:10][C:11]([C:13]([C:15]3[CH:16]=[C:17]([CH:21]([CH2:26][CH3:27])[C:22]([O:24]C)=[O:23])[CH:18]=[CH:19][CH:20]=3)=[O:14])=[CH:12][C:7]=2[CH:6]=1)=[O:4]>[OH-].[K+]>[C:3]([C:5]1[S:9][C:8]2[S:10][C:11]([C:13]([C:15]3[CH:16]=[C:17]([CH:21]([CH2:26][CH3:27])[C:22]([OH:24])=[O:23])[CH:18]=[CH:19][CH:20]=3)=[O:14])=[CH:12][C:7]=2[CH:6]=1)([OH:4])=[O:2] |f:1.2|. Reported procedure: Methyl 2-{3-(5-methoxycarbonyl-thieno[2,3-b]thien-2-yl)carbonyl-phenyl}butyrate (19.1 g), suspended in a mixture of potassium hydroxide pellets (16.6 g), distilled water (75 cc) and ethanol (200 cc), is stirred for 48 hours at a temperature of about 20° C. The resulting solution is diluted with distilled water (300 cc), washed three times with diethyl ether (total 600 cc), decolourizing charcoal (3 g) is added, and the solution is filtered and added dropwise to a 5N aqueous solution of hydrogen ... Reactants: FC(C(=O)O)(F)F.FC1=CC=C(C=C1)C=1N=C(SC1)NCC(=O)O ([4-(4-fluoro-phenyl)-thiazol-2-ylamino]-acetic acid trifluoroacetic acid salt), N1CCC1 (azetidine). The product is FC(C(=O)O)(F)F.N1(CCC1)C(CNC=1SC=C(N1)C1=CC=C(C=C1)F)=O (1-(Azetidin-1-yl)-2-[4-(4-fluoro-phenyl)-thiazol-2-ylamino]-ethanone trifluoroacetic acid salt). Reaction SMILES: [F:1][C:2]([F:7])([F:6])[C:3]([OH:5])=[O:4].[F:8][C:9]1[CH:14]=[CH:13][C:12]([C:15]2[N:16]=[C:17]([NH:20][CH2:21][C:22]([OH:24])=O)[S:18][CH:19]=2)=[CH:11][CH:10]=1.[NH:25]1[CH2:28][CH2:27][CH2:26]1>>[F:1][C:2]([F:7])([F:6])[C:3]([OH:5])=[O:4].[N:25]1([C:22](=[O:24])[CH2:21][NH:20][C:17]2[S:18][CH:19]=[C:15]([C:12]3[CH:11]=[CH:10][C:9]([F:8])=[CH:14][CH:13]=3)[N:16]=2)[CH2:28][CH2:27][CH2:26]1 |f:0.1,3.4|. Procedure details: The title compound was prepared analogously as described in Example 30(d) from 100 mg (0.27 mmol) of [4-(4-fluoro-phenyl)-thiazol-2-ylamino]-acetic acid trifluoroacetic acid salt and 31.2 mg (0.54 mmol) of azetidine. Yield: 27 mg. Reactants: C1(=CC=CC=C1)O (Phenol), N1=C(N)N=C(N)N=C1N (melamine), C=O (formalin). Run at time 6 hour. Yields the product C1(=CC=CC=C1)O.N1=C(N)N=C(N)N=C1N (phenol melamine). Isolated yield 94.0%. As a reaction SMILES: [C:1]1([OH:7])[CH:6]=[CH:5][CH:4]=[CH:3][CH:2]=1.[N:8]1[C:15]([NH2:16])=[N:14][C:12]([NH2:13])=[N:11][C:9]=1[NH2:10].C=O>>[C:1]1([OH:7])[CH:6]=[CH:5][CH:4]=[CH:3][CH:2]=1.[N:8]1[C:15]([NH2:16])=[N:14][C:12]([NH2:13])=[N:11][C:9]=1[NH2:10] |f:3.4|. Procedure details: Phenol (188 parts), 252 parts of melamine and 1,613 parts of 37.2% formalin were co-condensed at a reaction temperature of 70° C. and a pH of 10.0 to 10.7 for 6 hours, and dehydrated to give 2,060 parts (yield 94%) of a phenol/melamine cocondensation resin having an nonvolatile content of 47.5%. Starting materials: COc1ccc2c(c1)C(=O)C(=O)N2CCN(C(C)C)C(C)C, Cl, NNC(N)=O. Product: COc1ccc2c(c1)C(=NNC(N)=O)C(=O)N2CCN(C(C)C)C(C)C. As a reaction SMILES: [CH:1]([CH3:2])([CH3:3])[N:4]([CH2:5][CH2:6][N:7]1[C:8](=[O:9])[C:10](=[O:11])[c:12]2[cH:13][c:14]([O:18][CH3:19])[cH:15][cH:16][c:17]21)[CH:20]([CH3:21])[CH3:22].[ClH:23].[NH2:24][NH:25][C:26](=[O:27])[NH2:28]>>[CH:1]([CH3:2])([CH3:3])[N:4]([CH2:5][CH2:6][N:7]1[C:8](=[O:9])[C:10](=[N:24][NH:25][C:26](=[O:27])[NH2:28])[c:12]2[cH:13][c:14]([O:18][CH3:19])[cH:15][cH:16][c:17]21)[CH:20]([CH3:21])[CH3:22].